The task is: describe an organic reaction: reactants, conditions, products, and yield. This data is from the Open Reaction Database (ORD), a public repository of structured organic reaction records. Starting materials: CCOC(=O)c1cccc(NC(=O)Nc2ccc(Oc3ccnc4cc(OC)c(OC)cc34)cc2)c1, CO, [K+], [OH-]. Yields the product COc1cc2nccc(Oc3ccc(NC(=O)Nc4cccc(C(=O)O)c4)cc3)c2cc1OC. Reaction SMILES: [CH2:1]([CH3:2])[O:3][C:4](=[O:5])[c:6]1[cH:7][c:8]([NH:12][C:13](=[O:14])[NH:15][c:16]2[cH:17][cH:18][c:19]([O:22][c:23]3[cH:24][cH:25][n:26][c:27]4[cH:28][c:29]([O:35][CH3:36])[c:30]([O:33][CH3:34])[cH:31][c:32]34)[cH:20][cH:21]2)[cH:9][cH:10][cH:11]1.[CH3:39][OH:40].[K+:38].[OH-:37]>>[O:3]=[C:4]([OH:5])[c:6]1[cH:7][c:8]([NH:12][C:13](=[O:14])[NH:15][c:16]2[cH:17][cH:18][c:19]([O:22][c:23]3[cH:24][cH:25][n:26][c:27]4[cH:28][c:29]([O:35][CH3:36])[c:30]([O:33][CH3:34])[cH:31][c:32]34)[cH:20][cH:21]2)[cH:9][cH:10][cH:11]1. Starting materials: Cl(=O)(=O)[O-].[Na+] (sodium chlorate), ice water, C(=O)([O-])[O-].[K+].[K+] (K2CO3), COC=1C=C(C=C(C1)OC)NC(C)=O (N-(3,5-dimethoxy-phenyl)-acetamide), Cl (hydrochloric acid). Run in O (water), C(C)(=O)O (acetic acid). Run at temperature 0 celsius, time 30 minute. Product: ClC1=C(C=C(C=C1OC)OC)NC(C)=O (N-(2-chloro-3,5-dimethoxyphenyl)acetamide). Yield: 71.3%. RXN SMILES: [CH3:1][O:2][C:3]1[CH:4]=[C:5]([NH:11][C:12](=[O:14])[CH3:13])[CH:6]=[C:7]([O:9][CH3:10])[CH:8]=1.Cl.[Cl:16]([O-])(=O)=O.[Na+].C([O-])([O-])=O.[K+].[K+]>C(O)(=O)C.O>[Cl:16][C:6]1[C:7]([O:9][CH3:10])=[CH:8][C:3]([O:2][CH3:1])=[CH:4][C:5]=1[NH:11][C:12](=[O:14])[CH3:13] |f:2.3,4.5.6|. Procedure details: To a stirred solution of N-(3,5-dimethoxy-phenyl)-acetamide (5 g, 25.64 mmol) in acetic acid (17 mL) was added 32% aqueous hydrochloric acid solution (14 mL), followed by a solution of sodium chlorate (1.16 g, 11 mmol) in water (1.5 mL) at 0° C. The resulting reaction mixture was stirred for 30 min. at 0° C. Thereafter reaction mixture was poured into ice water and made it basic with K2CO3 powder. The precipitate was filtered off and washed with water. The residue was purified by silica gel colu...